Dataset: the Open Reaction Database (ORD), a public repository of structured organic reaction records. Task: describe an organic reaction: reactants, conditions, products, and yield Reactants: ClC1=CC=C(C=C1)S (4-Chlorobenzenethiol), ice, ice, FC1=C(C#N)C(=CC=C1)F (2,6-difluorobenzonitrile), [H-].[Na+] (sodium hydride), ice water. Solvent: CN(C)C=O (DMF), CN(C)C=O (DMF), CN(C)C=O (DMF). Reaction conditions: time 30 minute. The product is ClC1=CC=C(C=C1)SC1=C(C#N)C(=CC=C1)F (2-(4-chlorophenylsulfanyl)-6-fluorobenzonitrile). The yield is 87.4%. Reaction SMILES: [Cl:1][C:2]1[CH:7]=[CH:6][C:5]([SH:8])=[CH:4][CH:3]=1.[H-].[Na+].[F:11][C:12]1[CH:19]=[CH:18][CH:17]=[C:16](F)[C:13]=1[C:14]#[N:15]>CN(C=O)C>[Cl:1][C:2]1[CH:7]=[CH:6][C:5]([S:8][C:16]2[CH:17]=[CH:18][CH:19]=[C:12]([F:11])[C:13]=2[C:14]#[N:15])=[CH:4][CH:3]=1 |f:1.2|. Procedure details: 4-Chlorobenzenethiol (1.14 g; 7.9 mmol) in anhydrous DMF is added over 1 hour to an ice-cooled suspension of sodium hydride, 60% dispersion in mineral oil (316 mg; 7.9 mmol), in anhydrous DMF. The reaction is allowed to room temperature over 30 minutes. This material is then added over 30 minutes to an ice-cooled solution of 2,6-difluorobenzonitrile (1.0 g; 7.2 mmol) in anhydrous DMF. After the addition the reaction is allowed to room temperature and stirred for 2 hours. The reaction mixture is ... Starting materials: BrCC1CCCCO1, O=C1Nc2ccccc2C12COc1cc(F)c(F)cc12, O=C1Nc2ccccc2C12COc1cc3c(cc12)CCO3, Cc1ccc(S(=O)(=O)OCC2CCN(C(=O)OC(C)(C)C)CC2)cc1. Yields the product CC(C)(C)OC(=O)N1CCC(CN2C(=O)C3(COc4cc(F)c(F)cc43)c3ccccc32)CC1. RXN SMILES: [Br:26][CH2:27][CH:28]1[CH2:29][CH2:30][CH2:31][CH2:32][O:33]1.[F:34][c:35]1[c:36]([F:53])[cH:37][c:38]2[c:39]([cH:52]1)[C:40]1([CH2:41][O:42]2)[C:43](=[O:51])[NH:44][c:45]2[cH:46][cH:47][cH:48][cH:49][c:50]21.[NH:54]1[c:55]2[c:56]([cH:57][cH:58][cH:59][cH:60]2)[C:61]2([CH2:62][O:63][c:64]3[cH:65][c:66]4[c:67]([cH:68][c:69]32)[CH2:70][CH2:71][O:72]4)[C:73]1=[O:74].[S:1]([O:2][CH2:12][CH:13]1[CH2:14][CH2:15][N:16]([C:19](=[O:20])[O:21][C:22]([CH3:23])([CH3:24])[CH3:25])[CH2:17][CH2:18]1)([c:3]1[cH:4][cH:5][c:6]([CH3:7])[cH:8][cH:9]1)(=[O:10])=[O:11]>>[CH2:12]([CH:13]1[CH2:14][CH2:15][N:16]([C:19](=[O:20])[O:21][C:22]([CH3:23])([CH3:24])[CH3:25])[CH2:17][CH2:18]1)[N:44]1[C:43](=[O:51])[C:40]2([c:39]3[c:38]([cH:37][c:36]([F:53])[c:35]([F:34])[cH:52]3)[O:42][CH2:41]2)[c:50]2[c:45]1[cH:46][cH:47][cH:48][cH:49]2. Reactants: CC(O)CCO, C=CC=O. Yields the product C=CC1OCCC(C)O1. Reaction SMILES: [CH2:5]([CH2:6][CH:7]([CH3:8])[OH:9])[OH:10].[CH:1](=[O:2])[CH:3]=[CH2:4]>>[CH:1]1([CH:3]=[CH2:4])[O:2][CH2:5][CH2:6][CH:7]([CH3:8])[O:9]1. The reactants are ClCCCOC1=CC=C(C=C1)C1=CC=C(C=C1)C(=O)Cl (4′-(3-chloropropoxy)[1,1′-biphenyl]-4-carbonyl chloride), N1CCCC1 (pyrrolidine). Product: ClCCCOC1=CC=C(C=C1)C1=CC=C(C=C1)C(=O)N1CCCC1 (1{[4′-(3-chloropropoxy)[1,1′-biphenyl]-4-yl]carbonyl}pyrrolidine). RXN SMILES: [Cl:1][CH2:2][CH2:3][CH2:4][O:5][C:6]1[CH:11]=[CH:10][C:9]([C:12]2[CH:17]=[CH:16][C:15]([C:18](Cl)=[O:19])=[CH:14][CH:13]=2)=[CH:8][CH:7]=1.[NH:21]1[CH2:25][CH2:24][CH2:23][CH2:22]1>>[Cl:1][CH2:2][CH2:3][CH2:4][O:5][C:6]1[CH:11]=[CH:10][C:9]([C:12]2[CH:17]=[CH:16][C:15]([C:18]([N:21]3[CH2:25][CH2:24][CH2:23][CH2:22]3)=[O:19])=[CH:14][CH:13]=2)=[CH:8][CH:7]=1. Procedure details: The product from Example 10D and pyrrolidine were processed as described in Example 10E to provide the title compound. Starting materials: CCOC(=O)N1CCc2sc3c(c2C(C)C1)CCC3C(F)(F)F, ClC(Cl)Cl. Yields the product CC1CNCCc2sc3c(c21)CCC3C(F)(F)F. Reaction SMILES: [CH2:1]([O:2][C:3](=[O:4])[N:6]1[CH2:7][CH2:8][c:9]2[s:10][c:11]3[c:12]([c:13]2[CH:14]([CH3:16])[CH2:15]1)[CH2:17][CH2:18][CH:19]3[C:20]([F:21])([F:22])[F:23])[CH3:5].[Cl:24][CH:25]([Cl:26])[Cl:27]>>[NH:6]1[CH2:7][CH2:8][c:9]2[s:10][c:11]3[c:12]([c:13]2[CH:14]([CH3:16])[CH2:15]1)[CH2:17][CH2:18][CH:19]3[C:20]([F:21])([F:22])[F:23]. Starting materials: ice water, C(CC)C1=NC2=C(N1)C=C(C=C2Cl)N2C(C=1C(C2=O)=CC=CC1)=O (2-n-propyl-4-chloro-6-phthalimido-1H-benzimidazole), BrCC1=CC=C(C=C1)C=1C(=CC=CC1)C(=O)OC (methyl 4'-bromomethyl-biphenyl-2-carboxylate), CC(C)([O-])C.[K+] (potassium tert.butoxide). The solvent is CS(=O)C (dimethylsulphoxide). Run at time 30 minute. Yields the product C(CC)C1=NC2=C(N1CC1=CC=C(C=C1)C=1C(=CC=CC1)C(=O)OC)C=C(C=C2Cl)N2C(C=1C(C2=O)=CC=CC1)=O (Methyl 4'-[(2-n-propyl-4-chloro-6-phthalimido-1H-benzimidazol-1-yl) -methyl]-biphenyl-2-carboxylate). As a reaction SMILES: [CH2:1]([C:4]1[NH:8][C:7]2[CH:9]=[C:10]([N:14]3[C:18](=[O:19])[C:17]4=[CH:20][CH:21]=[CH:22][CH:23]=[C:16]4[C:15]3=[O:24])[CH:11]=[C:12]([Cl:13])[C:6]=2[N:5]=1)[CH2:2][CH3:3].CC(C)([O-])C.[K+].Br[CH2:32][C:33]1[CH:38]=[CH:37][C:36]([C:39]2[C:40]([C:45]([O:47][CH3:48])=[O:46])=[CH:41][CH:42]=[CH:43][CH:44]=2)=[CH:35][CH:34]=1>CS(C)=O>[CH2:1]([C:4]1[N:8]([CH2:32][C:33]2[CH:38]=[CH:37][C:36]([C:39]3[C:40]([C:45]([O:47][CH3:48])=[O:46])=[CH:41][CH:42]=[CH:43][CH:44]=3)=[CH:35][CH:34]=2)[C:7]2[CH:9]=[C:10]([N:14]3[C:18](=[O:19])[C:17]4=[CH:20][CH:21]=[CH:22][CH:23]=[C:16]4[C:15]3=[O:24])[CH:11]=[C:12]([Cl:13])[C:6]=2[N:5]=1)[CH2:2][CH3:3] |f:1.2|. Procedure: 3.27 g (10.0 mMol) of 2-n-propyl-4-chloro-6-phthalimido-1H-benzimidazole are dissolved in 50 ml of dimethylsulphoxide, 1.23 g (11.0 mMol) of potassium tert.butoxide are added in batches thereto and the resulting mixture is stirred for 30 minutes at ambient temperature. Then 3.38 g (11.0 mMol) of methyl 4'-bromomethyl-biphenyl-2-carboxylate are added in batches thereto. The reaction mixture is then stirred for 3 hours at ambient temperature, stirred into ice water and extracted 3 times with ethyl... Starting materials: N#Cc1ccc(B(O)O)cc1, COc1ccc(S(=O)(=O)[O-])c(OC)c1-c1ccccc1P(C1CCCCC1)C1CCCCC1, O=C(O)c1cc(Cl)ccc1O, [K+], [K+], [Na+], O=C([O-])[O-], CC(=O)[O-], CC(=O)[O-], O, [Pd+2]. Product: N#Cc1ccc(-c2ccc(O)c(C(=O)O)c2)cc1. RXN SMILES: [C:12](#[N:13])[c:14]1[cH:15][cH:16][c:17]([B:20]([OH:21])[OH:22])[cH:18][cH:19]1.[CH:23]1([P:24]([CH:25]2[CH2:26][CH2:27][CH2:28][CH2:29][CH2:30]2)[c:31]2[cH:32][cH:33][cH:34][cH:35][c:36]2-[c:37]2[c:38]([O:39][CH3:40])[cH:41][cH:42][c:43]([S:44]([O-:45])(=[O:46])=[O:47])[c:48]2[O:49][CH3:50])[CH2:51][CH2:52][CH2:53][CH2:54][CH2:55]1.[Cl:1][c:2]1[cH:3][cH:4][c:5]([OH:11])[c:6]([C:7](=[O:8])[OH:9])[cH:10]1.[K+:57].[K+:58].[Na+:56].[O-:59][C:60]([O-:61])=[O:62].[O-:64][C:65]([CH3:66])=[O:67].[O-:68][C:69]([CH3:70])=[O:71].[OH2:72].[Pd+2:63]>>[c:2]1(-[c:17]2[cH:16][cH:15][c:14]([C:12]#[N:13])[cH:19][cH:18]2)[cH:3][cH:4][c:5]([OH:11])[c:6]([C:7](=[O:8])[OH:9])[cH:10]1.